From a dataset of the Open Reaction Database (ORD), a public repository of structured organic reaction records. describe an organic reaction: reactants, conditions, products, and yield Reactants: N1=CC=CC=C1 (pyridine), S(=O)=NS(=O)(=O)C (N-sulphinylmethanesulphonamide), S(=O)=NC=1C=C(C(=O)OC)C=CC1C (methyl 3-sulphinylamino-4-methylbenzoate). The solvent is C1=CC=CC=C1 (benzene), C1=CC=CC=C1 (benzene), C1=CC=CC=C1 (benzene). Run at temperature 0 celsius, time 10 minute. The product is N=1SC=C2C1C=C(C=C2)C(=O)OC (Methyl 2,1-benzisothiazole-6-carboxylate). Reaction SMILES: S(=NS(C)(=O)=O)=O.[S:8](=[N:10][C:11]1[CH:12]=[C:13]([CH:18]=[CH:19][C:20]=1[CH3:21])[C:14]([O:16][CH3:17])=[O:15])=O.N1C=CC=CC=1>C1C=CC=CC=1>[N:10]1[S:8][CH:21]=[C:20]2[CH:19]=[CH:18][C:13]([C:14]([O:16][CH3:17])=[O:15])=[CH:12][C:11]=12. Procedure details: 51.6 g (0.365 mole) of N-sulphinylmethanesulphonamide in 50 ml of benzene are added to a solution of 60 g (0.298 mole) of methyl 3-sulphinylamino-4-methylbenzoate in 200 ml of benzene at room temperature under argon. Thereafter, 24.9 g (0.315 mole) of pyridine, dissolved in 75 ml of benzene, are added in portions to the reaction mixture, while cooling with ice. The mixture is subsequently stirred at 0° C. for 10 minutes and then heated under reflux for 45 hours. After cooling, the benzene and py... The reactants are NC=1C=CC(=C(C1)C(F)(F)F)Cl (5-amino-2-chlorobenzotrifluoride), COC(C(C)(C)N=C=O)=O (2-isocyanato-2-methylpropionic acid methyl ester). Conditions: temperature 80 celsius. Product: COC(C(NC(NC1=CC(=C(C=C1)Cl)C(F)(F)F)=O)(C)C)=O (N-[(3-Trifluoromethyl-4-chloro-phenyl)-carbamoyl]-2-methylalanine methyl ester). Reaction SMILES: [NH2:1][C:2]1[CH:3]=[CH:4][C:5]([Cl:12])=[C:6]([C:8]([F:11])([F:10])[F:9])[CH:7]=1.[CH3:13][O:14][C:15](=[O:22])[C:16]([N:19]=[C:20]=[O:21])([CH3:18])[CH3:17]>>[CH3:13][O:14][C:15](=[O:22])[C:16]([CH3:18])([CH3:17])[NH:19][C:20](=[O:21])[NH:1][C:2]1[CH:3]=[CH:4][C:5]([Cl:12])=[C:6]([C:8]([F:9])([F:10])[F:11])[CH:7]=1. Procedure details: 9.75 g (50 mmol) of 5-amino-2-chlorobenzotrifluoride and 7.15 g (50 mmol) of 2-isocyanato-2-methylpropionic acid methyl ester were admixed and melted at 80° C. The melt was maintained at 80° C. for 30 minutes. The resulting product which was crystallized during the process, was recrystallized from isopropanol/methylene chloride and dried at 50° C. for 20 hours, under greatly reduced pressure, to yield N-[(3-Trifluoromethyl-4-chloro-phenyl)-carbamoyl]-2-methylalanine methyl ester, m.p. 141°-142° ...